This data is from the Open Reaction Database (ORD), a public repository of structured organic reaction records. The task is: describe an organic reaction: reactants, conditions, products, and yield Reactants: O=C([O-])[O-], CO, Cc1nn(-c2c(Cl)cc(C(F)(F)F)cc2Cl)cc1C#C[Si](C)(C)C, [K+], [K+], O. Yields the product C#Cc1cn(-c2c(Cl)cc(C(F)(F)F)cc2Cl)nc1C. RXN SMILES: [C:25](=[O:26])([O-:27])[O-:28].[CH3:32][OH:33].[Cl:1][c:2]1[c:3](-[n:13]2[n:14][c:15]([CH3:24])[c:16]([C:18]#[C:19][Si:20]([CH3:21])([CH3:22])[CH3:23])[cH:17]2)[c:4]([Cl:12])[cH:5][c:6]([C:8]([F:9])([F:10])[F:11])[cH:7]1.[K+:29].[K+:30].[OH2:31]>>[Cl:1][c:2]1[c:3](-[n:13]2[n:14][c:15]([CH3:24])[c:16]([C:18]#[CH:19])[cH:17]2)[c:4]([Cl:12])[cH:5][c:6]([C:8]([F:9])([F:10])[F:11])[cH:7]1. Reactants: CN1C(=NC=C1)S (1-methyl-1H-imidazole-2-thiol), [H-].[Na+] (NaH), ClC=1C(=NC=CN1)C#N (3-chloropyrazine-2-carbonitrile). Run in CN(C)C=O (DMF), C1=CC=CC=C1 (benzene). Reaction conditions: time 4 hour. Yields the product CN1C(=NC=C1)SC=1C(=NC=CN1)C#N (3-(1-methyl-1H-imidazol-2-ylthio)pyrazine-2-carbonitrile). RXN SMILES: [CH3:1][N:2]1[CH:6]=[CH:5][N:4]=[C:3]1[SH:7].[H-].[Na+].Cl[C:11]1[C:12]([C:17]#[N:18])=[N:13][CH:14]=[CH:15][N:16]=1>CN(C=O)C.C1C=CC=CC=1>[CH3:1][N:2]1[CH:6]=[CH:5][N:4]=[C:3]1[S:7][C:11]1[C:12]([C:17]#[N:18])=[N:13][CH:14]=[CH:15][N:16]=1 |f:1.2|. Procedure details: The title compound was prepared according to Example 1 by using 1-methyl-1H-imidazole-2-thiol (228 mg, 2.00 mmol), NaH (60% dispersion in mineral oil, 88 mg, 2.20 mmol), and 3-chloropyrazine-2-carbonitrile (280 mg, 2.00 mmol) in DMF and benzene (6 ml, 1/1) by stirring at room temperature under nitrogen atmosphere for 4 hr. The reactants are O=S(=O)(Cl)c1ccc(OC(F)(F)F)cc1, CCCCn1c(=O)n(Cc2ccccc2F)c(=O)c2[nH]c(Cc3ccc(N)cc3)nc21. Yields the product CCCCn1c(=O)n(Cc2ccccc2F)c(=O)c2[nH]c(Cc3ccc(NS(=O)(=O)c4ccc(OC(F)(F)F)cc4)cc3)nc21. Reaction SMILES: [F:32][C:33]([O:34][c:35]1[cH:36][cH:37][c:38]([S:41](=[O:42])(=[O:43])[Cl:44])[cH:39][cH:40]1)([F:45])[F:46].[NH2:1][c:2]1[cH:3][cH:4][c:5]([CH2:6][c:7]2[n:8][c:9]3[n:10]([CH2:26][CH2:27][CH2:28][CH3:29])[c:11](=[O:25])[n:12]([CH2:17][c:18]4[c:19]([F:24])[cH:20][cH:21][cH:22][cH:23]4)[c:13](=[O:16])[c:14]3[nH:15]2)[cH:30][cH:31]1>>[NH:1]([c:2]1[cH:3][cH:4][c:5]([CH2:6][c:7]2[n:8][c:9]3[n:10]([CH2:26][CH2:27][CH2:28][CH3:29])[c:11](=[O:25])[n:12]([CH2:17][c:18]4[c:19]([F:24])[cH:20][cH:21][cH:22][cH:23]4)[c:13](=[O:16])[c:14]3[nH:15]2)[cH:30][cH:31]1)[S:41]([c:38]1[cH:37][cH:36][c:35]([O:34][C:33]([F:32])([F:45])[F:46])[cH:40][cH:39]1)(=[O:42])=[O:43]. The reactants are O=C([O-])[O-], CCS(=O)(=O)c1ccc(Br)cc1, CN1CCCC1=O, COc1ccc(Cl)cc1S, [K+], [K+]. The product is CCS(=O)(=O)c1ccc(Sc2cc(Cl)ccc2OC)cc1. As a reaction SMILES: [C:1](=[O:2])([O-:3])[O-:4].[CH2:17]([CH3:18])[S:19](=[O:20])(=[O:21])[c:22]1[cH:23][cH:24][c:25]([Br:28])[cH:26][cH:27]1.[CH3:29][N:30]1[CH2:31][CH2:32][CH2:33][C:34]1=[O:35].[Cl:7][c:8]1[cH:9][cH:10][c:11]([O:15][CH3:16])[c:12]([SH:14])[cH:13]1.[K+:5].[K+:6]>>[Cl:7][c:8]1[cH:9][cH:10][c:11]([O:15][CH3:16])[c:12]([S:14][c:25]2[cH:24][cH:23][c:22]([S:19]([CH2:17][CH3:18])(=[O:20])=[O:21])[cH:27][cH:26]2)[cH:13]1. Reactants: C([O-])([O-])=O.[K+].[K+] (potassium carbonate), N1C=C(C2=CC=CC=C12)CCC(=O)O (3-(indol-3-yl)propionic acid), CI (methyl iodide), ice water. Run in CN(C=O)C (N,N-dimethylformamide), CN(C=O)C (N,N-dimethylformamide). Reaction conditions: time 3 hour. Product: N1C=C(C2=CC=CC=C12)CCC(=O)OC (Methyl 3-(indol-3-yl)propionate). Yield: 96.9%. As a reaction SMILES: [C:1](=O)([O-])[O-].[K+].[K+].[NH:7]1[C:15]2[C:10](=[CH:11][CH:12]=[CH:13][CH:14]=2)[C:9]([CH2:16][CH2:17][C:18]([OH:20])=[O:19])=[CH:8]1.CI>CN(C)C=O>[NH:7]1[C:15]2[C:10](=[CH:11][CH:12]=[CH:13][CH:14]=2)[C:9]([CH2:16][CH2:17][C:18]([O:20][CH3:1])=[O:19])=[CH:8]1 |f:0.1.2|. Reported procedure: 36.2 g of powdered potassium carbonate was added, with ice-cooling, to a solution of 24.8 g of 3-(indol-3-yl)propionic acid in 500 ml of N,N-dimethylformamide, followed by the addition of a solution of 10.2 ml methyl iodide in 50 ml of N,N-dimethylformamide. The reaction mixture was then warmed to room temperature and stirred for 3 hours. After this time, ice water was added to the reaction mixture, and the aqueous layer was extracted with ethyl acetate. The organic extract was then washed with ... The reactants are ClC=1C=CC(=C(C=O)C1)[N+](=O)[O-] (5-chloro-2-nitrobenzaldehyde), C(CO)O (ethylene glycol), C1=CC=CC=C1 (benzene). The solvent is O (water). The product is ClC=1C=CC(=C(C1)C1OCCO1)[N+](=O)[O-] (2-(5-chloro-2-nitrophenyl)-1,3-dioxolane). The yield is 94.9%. Reaction SMILES: [Cl:1][C:2]1[CH:3]=[CH:4][C:5]([N+:10]([O-:12])=[O:11])=[C:6]([CH:9]=1)[CH:7]=[O:8].[CH2:13](O)[CH2:14][OH:15].C1C=CC=CC=1>O>[Cl:1][C:2]1[CH:3]=[CH:4][C:5]([N+:10]([O-:12])=[O:11])=[C:6]([CH:7]2[O:15][CH2:14][CH2:13][O:8]2)[CH:9]=1. Procedure details: Prepared as described by D. E. O'Brien et al, J. Het. Chem., 7, 102 (1970) as follows. A mixture of 5-chloro-2-nitrobenzaldehyde (18.3 g, 0.1 mole), ethylene glycol (7.0 g, 0.11 mole) p-toluenesulfonic acid (0.5 g) and benzene (850 mL) was stirred and refluxed with continuous removal of water via a Dean and Stark trap for 24 hours. The solvent was removed, the residue dissolved in dichloromethane and filtered through a plug of silica gel (6" deep). Evaporation of the solvent afforded 2-(5-chloro... Starting materials: C(C)(C)(C)OC(=O)N[C@@H](C(=O)O)C1=CC=C(C=C1)[N+](=O)[O-] ((2R)-tert-butoxycarbonylamino-(4-nitro-phenyl)-acetic acid). Reagents/catalysts: [Pd] (palladium on carbon). Solvent: C(C)O (ethanol). Reaction conditions: time 16 hour. The product is NC1=CC=C(C=C1)[C@H](C(=O)O)NC(=O)OC(C)(C)C ((2R)-(4-Amino-phenyl)-tert-butoxycarbonylamino-acetic acid), oil. The yield is 46.0%. RXN SMILES: [C:1]([O:5][C:6]([NH:8][C@H:9]([C:13]1[CH:18]=[CH:17][C:16]([N+:19]([O-])=O)=[CH:15][CH:14]=1)[C:10]([OH:12])=[O:11])=[O:7])([CH3:4])([CH3:3])[CH3:2]>C(O)C.[Pd]>[NH2:19][C:16]1[CH:17]=[CH:18][C:13]([C@@H:9]([NH:8][C:6]([O:5][C:1]([CH3:4])([CH3:3])[CH3:2])=[O:7])[C:10]([OH:12])=[O:11])=[CH:14][CH:15]=1. Procedure details: To a solution of (2R)-tert-butoxycarbonylamino-(4-nitro-phenyl)-acetic acid (350 mg, <1.18 mmol) in absolute ethanol (15 mL) was added a small amount of 10% palladium on carbon and the mixture stirred under an atmosphere of hydrogen for 16 hours. The reaction mixture was filtered through a pad of Celite and the Celite eluted with absolute ethanol. The filtrate was concentrated in vacuo then purified by chromatography over silica gel gradient eluted between 0 and 7% v/v methanol in dichloromethan... The reactants are C1OC=2C=C(C=CC2O1)C=CC(O)C1(CC1)CC (2-(3,4-methylenedioxyphenyl)vinyl 1-ethylcyclopropyl carbinol), C1, P(Br)(Br)Br (phosphorus tribromide), [Br-].[Li+] (lithium bromide). The reagents and catalysts are [Br-].[Zn+2].[Br-] (zinc bromide). The product is C(C)C(CCBr)=CC=CC1=CC2=C(C=C1)OCO2 (3-Ethyl-6-(3,4-methylenedioxyphenyl)-3,5-hexadienyl bromide). Reaction SMILES: [CH2:1]1[O:9][C:8]2[CH:7]=[CH:6][C:5]([CH:10]=[CH:11][CH:12]([C:14]3([CH2:17][CH3:18])[CH2:16][CH2:15]3)O)=[CH:4][C:3]=2[O:2]1.P(Br)(Br)[Br:20].[Br-].[Li+]>[Br-].[Zn+2].[Br-]>[CH2:17]([C:14](=[CH:12][CH:11]=[CH:10][C:5]1[CH:6]=[CH:7][C:8]2[O:9][CH2:1][O:2][C:3]=2[CH:4]=1)[CH2:15][CH2:16][Br:20])[CH3:18] |f:2.3,4.5.6|. Procedure details: 3-Ethyl-6-(3,4-methylenedioxyphenyl)-3,5-hexadienyl bromide [VIII; Ar is 3,4-methylenedioxyphenyl, R is C2H5 ] was prepared from 3.6 g. of 2-(3,4-methylenedioxyphenyl)vinyl 1-ethylcyclopropyl carbinol (Preparation B9), 3.5 g. of phosphorus tribromide, 4.5 g. of lithium bromide and 3.5 g. of zinc bromide according to the procedure given above in Preparation C1 according to 2 g. of product as an oil. Starting materials: ClC1=C2C(=NC=C1)C=C(O2)C2=C(C(=CC=C2)OC)OC (7-chloro-2-(2,3-dimethoxyphenyl)furo[3,2-b]pyridine), CC1=C2C=CNC2=CC=C1N (4-methyl-1H-indol-5-ylamine). Yields the product COC1=C(C=CC=C1OC)C1=CC2=NC=CC(=C2O1)NC=1C(=C2C=CNC2=CC1)C ([2-(2,3-Dimethoxy-phenyl)-furo[3,2-b]pyridin-7-yl]-(4-methyl-1H-indol-5-yl)-amine), solid. Yield: 37.0%. Reaction SMILES: Cl[C:2]1[CH:7]=[CH:6][N:5]=[C:4]2[CH:8]=[C:9]([C:11]3[CH:16]=[CH:15][CH:14]=[C:13]([O:17][CH3:18])[C:12]=3[O:19][CH3:20])[O:10][C:3]=12.[CH3:21][C:22]1[C:30]([NH2:31])=[CH:29][CH:28]=[C:27]2[C:23]=1[CH:24]=[CH:25][NH:26]2>>[CH3:20][O:19][C:12]1[C:13]([O:17][CH3:18])=[CH:14][CH:15]=[CH:16][C:11]=1[C:9]1[O:10][C:3]2[C:4](=[N:5][CH:6]=[CH:7][C:2]=2[NH:31][C:30]2[C:22]([CH3:21])=[C:23]3[C:27](=[CH:28][CH:29]=2)[NH:26][CH:25]=[CH:24]3)[CH:8]=1. Procedure: The title compound was prepared by procedure E using 7-chloro-2-(2,3-dimethoxyphenyl)furo[3,2-b]pyridine (30.00 mg; 0.10 mmol; 1.00 eq.) instead of 7-chloro-2-(3,4,5-trimethoxyphenyl)furo[3,2-b]pyridine, and 4-methyl-1H-indol-5-ylamine (15.89 mg; 0.11 mmol; 1.05 eq.) instead of 6-amino-2,2-difluoro-4H-benzo[1,4]oxazin-3-one, and was obtained as a beige solid (15 mg, 37%). (HPLC (method F): 99%, RT: 4.00 min); 1H NMR (500 MHz, DMSO-d6) δ [ppm] 11.16 (s, 1H), 8.59 (s, 1H), 7.97 (d, J=5.5, 1H), 7.6... The reactants are S(O)(O)(=O)=O (sulfuric acid), ClC1=C(N)C=C(C(=C1)Cl)F (2,4-dichloro-5-fluoroaniline), N(=O)OCCCCC (amyl 1 nitrite). The solvent is C(C)O (ethanol). Yields the product S(=O)(=O)(O)[O-].ClC1=C(C=C(C(=C1)Cl)F)[N+]#N (2,4-dichloro-5-fluorophenyldiazonium hydrogen sulfate). As a reaction SMILES: [Cl:1][C:2]1[CH:8]=[C:7]([Cl:9])[C:6]([F:10])=[CH:5][C:3]=1[NH2:4].[S:11](=[O:15])(=[O:14])([OH:13])[OH:12].[N:16](OCCCCC)=O>C(O)C>[S:11]([O-:15])([OH:14])(=[O:13])=[O:12].[Cl:1][C:2]1[CH:8]=[C:7]([Cl:9])[C:6]([F:10])=[CH:5][C:3]=1[N+:4]#[N:16] |f:4.5|. Reported procedure: 36.0 g (0.20 mol) of 2,4-dichloro-5-fluoroaniline are dissolved at room temperature in 180 ml of ethanol and 36.0 g of concentrated sulfuric acid are added with cooling. To this mixture are added dropwise 27.0 ml (0.23 mol) of amyl 1 nitrite. The diazonium salt precipitated out is then removed by suction and washed with a little diethyl ether.